This data is from the Open Reaction Database (ORD), a public repository of structured organic reaction records. The task is: describe an organic reaction: reactants, conditions, products, and yield The reactants are COC(=O)C=1C(=C2C=C(C(N(C2=C(N1)C1=CC=CC=C1)CC1=CC=CC=C1)=O)C1=CC=CC=C1)O (1-benzyl-5-hydroxy-2-oxo-3,8-diphenyl-1,2-dihydro-[1,7]naphthyridine-6-carboxylic acid methyl ester), NCC(=O)O (glycine), C[O-].[Na+] (NaOMe). Yields the product C(C1=CC=CC=C1)N1C(C(=CC2=C(C(=NC(=C12)C1=CC=CC=C1)C(=O)NCC(=O)O)O)C1=CC=CC=C1)=O ([(1-Benzyl-5-hydroxy-2-oxo-3,8-diphenyl-1,2-dihydro-[1,7]naphthyridine-6-carbonyl)-amino]-acetic acid). The yield is 47.5%. Reaction SMILES: C[O:2][C:3]([C:5]1[C:6]([OH:35])=[C:7]2[C:12](=[C:13]([C:15]3[CH:20]=[CH:19][CH:18]=[CH:17][CH:16]=3)[N:14]=1)[N:11]([CH2:21][C:22]1[CH:27]=[CH:26][CH:25]=[CH:24][CH:23]=1)[C:10](=[O:28])[C:9]([C:29]1[CH:34]=[CH:33][CH:32]=[CH:31][CH:30]=1)=[CH:8]2)=O.[NH2:36][CH2:37][C:38]([OH:40])=[O:39].C[O-].[Na+]>>[CH2:21]([N:11]1[C:12]2[C:7](=[C:6]([OH:35])[C:5]([C:3]([NH:36][CH2:37][C:38]([OH:40])=[O:39])=[O:2])=[N:14][C:13]=2[C:15]2[CH:20]=[CH:19][CH:18]=[CH:17][CH:16]=2)[CH:8]=[C:9]([C:29]2[CH:30]=[CH:31][CH:32]=[CH:33][CH:34]=2)[C:10]1=[O:28])[C:22]1[CH:27]=[CH:26][CH:25]=[CH:24][CH:23]=1 |f:2.3|. Reported procedure: A mixture of 1-benzyl-5-hydroxy-2-oxo-3,8-diphenyl-1,2-dihydro-[1,7]naphthyridine-6-carboxylic acid methyl ester (70 mg, 0.15 mmol), glycine (2.73 g, 36 mmol) and NaOMe solution (55 mL, 27 mmol, 0.5 M in MeOH) was refluxed for 16 h. After the mixture was cooled to r.t., the solvent was evaporated in vacuo. The residue was dissolved in saturated NaHCO3 and washed with ether. The aqueous layer was acidified with 4 M HCl, and the resulting mixture was extracted with EtOAc. The organic layer was dri... Starting materials: CCC(O)(C=Cc1ccc(C(CC)(CC)c2ccc(-c3cc(CC(=O)OC)ccc3OC)cc2)cc1C)CC, CO, [Cl-], [NH4+], [Na+], C1CCOC1, [OH-]. Product: CCC(O)(C=Cc1ccc(C(CC)(CC)c2ccc(-c3cc(CC(=O)O)ccc3OC)cc2)cc1C)CC. As a reaction SMILES: [CH3:3][O:4][C:5]([CH2:6][c:7]1[cH:8][c:9](-[c:15]2[cH:16][cH:17][c:18]([C:21]([CH2:22][CH3:23])([c:24]3[cH:25][c:26]([CH3:38])[c:27]([CH:30]=[CH:31][C:32]([CH2:33][CH3:34])([OH:35])[CH2:36][CH3:37])[cH:28][cH:29]3)[CH2:39][CH3:40])[cH:19][cH:20]2)[c:10]([O:13][CH3:14])[cH:11][cH:12]1)=[O:41].[CH3:49][OH:50].[Cl-:42].[NH4+:43].[Na+:2].[O:44]1[CH2:45][CH2:46][CH2:47][CH2:48]1.[OH-:1]>>[O:4]=[C:5]([CH2:6][c:7]1[cH:8][c:9](-[c:15]2[cH:16][cH:17][c:18]([C:21]([CH2:22][CH3:23])([c:24]3[cH:25][c:26]([CH3:38])[c:27]([CH:30]=[CH:31][C:32]([CH2:33][CH3:34])([OH:35])[CH2:36][CH3:37])[cH:28][cH:29]3)[CH2:39][CH3:40])[cH:19][cH:20]2)[c:10]([O:13][CH3:14])[cH:11][cH:12]1)[OH:41]. The reactants are N[C@H]1CC[C@H](CC1)O (cis-4-aminocyclohexanol), ClC1=NC2=CC(=C(C=C2N=C1)OC)OC (2-chloro-6,7-dimethoxyquinoxaline). The solvent is C(C)O (ethanol). Reaction conditions: temperature 180 celsius. Yields the product COC=1C=C2N=CC(=NC2=CC1OC)N[C@H]1CC[C@H](CC1)O (cis-4-(6,7-Dimethoxyquinoxalin-2-ylamino)-cyclohexanol). Reaction SMILES: [NH2:1][C@@H:2]1[CH2:7][CH2:6][C@H:5]([OH:8])[CH2:4][CH2:3]1.Cl[C:10]1[CH:19]=[N:18][C:17]2[C:12](=[CH:13][C:14]([O:22][CH3:23])=[C:15]([O:20][CH3:21])[CH:16]=2)[N:11]=1>C(O)C>[CH3:21][O:20][C:15]1[CH:16]=[C:17]2[C:12](=[CH:13][C:14]=1[O:22][CH3:23])[N:11]=[C:10]([NH:1][C@@H:2]1[CH2:7][CH2:6][C@H:5]([OH:8])[CH2:4][CH2:3]1)[CH:19]=[N:18]2. Reported procedure: A mixture of cis-4-aminocyclohexanol (400 mg, 3.48 mmole) and 2-chloro-6,7-dimethoxyquinoxaline (450 mg, 2 mmole) in 5 mL of ethanol is placed in sealed tube and then heated at 180° C. for 3 hours. The dark-brown mixture is chromatographed on silica gel and eluted with ethyl acetate to provide the desired product (m.p. 65-67° C.). Anal. Calcd. for C16H21N3O3•0.6H2O: C, 61.17; H, 7.12; N, 13.37; Found: C, 61.22; H, 7.19; N, 12.19. Reactants: BrC1=C(C(=C(C(=O)OC)C=C1)C)O (methyl 4-bromo-3-hydroxy-2-methylbenzoate), C([O-])([O-])=O.[Cs+].[Cs+] (cesium carbonate), IC (iodomethane). Solvent: CN(C=O)C (dimethylformamide), C(C)(=O)OCC (ethyl acetate). Product: BrC1=C(C(=C(C(=O)OC)C=C1)C)OC (methyl 4-bromo-2-methyl-3-(methyloxy)benzoate). The yield is 70.4%. Reaction SMILES: [Br:1][C:2]1[CH:11]=[CH:10][C:5]([C:6]([O:8][CH3:9])=[O:7])=[C:4]([CH3:12])[C:3]=1[OH:13].[C:14](=O)([O-])[O-].[Cs+].[Cs+].IC>CN(C)C=O.C(OCC)(=O)C>[Br:1][C:2]1[CH:11]=[CH:10][C:5]([C:6]([O:8][CH3:9])=[O:7])=[C:4]([CH3:12])[C:3]=1[O:13][CH3:14] |f:1.2.3|. Procedure details: A solution of methyl 4-bromo-3-hydroxy-2-methylbenzoate (610 mg, 2.5 mmol), cesium carbonate (1.22 g, 3.7 mmol) and iodomethane (162 μl, 2.6 mmol) in dimethylformamide (5 mL) was stirred at room temperature for 15 hours. The mixture was diluted with ethyl acetate, then washed with 5% aqueous lithium chloride then brine and dried over anhydrous sodium sulfate. Filtration and concentration afforded an orange residue, which was purified by silica gel column chromatography. Eluting with 15% diethyl ... The reactants are COC(=O)c1ccc(OC2CCN(C(=O)OC(C)(C)C)C2)cc1OC, CO, [Na+], [OH-], O=C(O)CC(O)(CC(=O)O)C(=O)O. The product is COc1cc(OC2CCN(C(=O)OC(C)(C)C)C2)ccc1C(=O)O. RXN SMILES: [CH3:1][O:2][c:3]1[c:4]([C:5](=[O:6])[O:7][CH3:8])[cH:9][cH:10][c:11]([O:13][CH:14]2[CH2:15][N:16]([C:19](=[O:20])[O:21][C:22]([CH3:23])([CH3:24])[CH3:25])[CH2:17][CH2:18]2)[cH:12]1.[CH3:41][OH:42].[Na+:27].[OH-:26].[OH:28][C:29]([CH2:30][C:31]([C:32](=[O:33])[OH:34])([CH2:35][C:36](=[O:37])[OH:38])[OH:39])=[O:40]>>[CH3:1][O:2][c:3]1[c:4]([C:5](=[O:6])[OH:7])[cH:9][cH:10][c:11]([O:13][CH:14]2[CH2:15][N:16]([C:19](=[O:20])[O:21][C:22]([CH3:23])([CH3:24])[CH3:25])[CH2:17][CH2:18]2)[cH:12]1. Reactants: Cl (HCl), COC(C(C1=C(C=CC=C1)C1=CC2=C(NC(=N2)COC2=CC=C(C=C2)C(F)(F)F)C=C1)O)=O (hydroxy-{2-[2-(4-trifluoromethyl-phenoxymethyl)-1H-benzoimidazol-5-yl]-phenyl}-acetic acid methyl ester), CO (MeOH), [OH-].[Li+] (lithium hydroxide). The solvent is CCOC(=O)C (EtOAc), O (H2O). Run at time 12 hour. The product is OC(C(=O)O)C1=C(C=CC=C1)C1=CC2=C(NC(=N2)COC2=CC=C(C=C2)C(F)(F)F)C=C1 (hydroxy-{2-[2-(4-trifluoromethyl-phenoxymethyl)-1H-benzoimidazol-5-yl]-phenyl}-acetic acid). Yield: 97.8%. RXN SMILES: C[O:2][C:3](=[O:33])[CH:4]([OH:32])[C:5]1[CH:10]=[CH:9][CH:8]=[CH:7][C:6]=1[C:11]1[CH:31]=[CH:30][C:14]2[NH:15][C:16]([CH2:18][O:19][C:20]3[CH:25]=[CH:24][C:23]([C:26]([F:29])([F:28])[F:27])=[CH:22][CH:21]=3)=[N:17][C:13]=2[CH:12]=1.CO.[OH-].[Li+].Cl>CCOC(C)=O.O>[OH:32][CH:4]([C:5]1[CH:10]=[CH:9][CH:8]=[CH:7][C:6]=1[C:11]1[CH:31]=[CH:30][C:14]2[NH:15][C:16]([CH2:18][O:19][C:20]3[CH:25]=[CH:24][C:23]([C:26]([F:28])([F:29])[F:27])=[CH:22][CH:21]=3)=[N:17][C:13]=2[CH:12]=1)[C:3]([OH:33])=[O:2] |f:2.3|. Procedure: To a solution of hydroxy-{2-[2-(4-trifluoromethyl-phenoxymethyl)-1H-benzoimidazol-5-yl]-phenyl}-acetic acid methyl ester (0.312 g, 0.684 mmol) in mixed solvent (14 mL, MeOH: H2O=3:1) at rt was added lithium hydroxide (LiOH) (0.098 g, 4.10 mmol). After stirring for 12 hours, the reaction mixture was diluted with EtOAc and acidified with aqueous 3N HCl. The organic layer was washed with brine, dried over Na2SO4, filtered, and the filtrate was concentrated under reduced pressure to afford the title... Reactants: C(#N)C1=NN(N=C1)[C@H]1[C@H](OC(C)=O)[C@H](OC(C)=O)[C@H](O1)COC(C)=O (4-cyano-2-(2,3,5-tri-O-acetyl-β -D-ribofuranosyl)-1,2,3-triazole), OO (hydrogen peroxide), OO (hydrogen peroxide). The reagents and catalysts are [Pt] (Platinum black). The solvent is N (ammonia). Conditions: time 20 hour. Product: [C@@H]1([C@H](O)[C@H](O)[C@H](O1)CO)N1N=CC(=N1)C(=O)N (2-β-ribofuranosyl-1,2,3-triazole-4-carboxamide). Reaction SMILES: [C:1]([C:3]1[CH:7]=[N:6][N:5]([C@@H:8]2[O:20][C@H:19]([CH2:21][O:22]C(=O)C)[C@@H:14]([O:15]C(=O)C)[C@H:9]2[O:10]C(=O)C)[N:4]=1)#[N:2].[OH:26]O>[Pt].N>[C@@H:8]1([N:5]2[N:4]=[C:3]([C:1]([NH2:2])=[O:26])[CH:7]=[N:6]2)[O:20][C@H:19]([CH2:21][OH:22])[C@@H:14]([OH:15])[C@H:9]1[OH:10]. Procedure details: 4-Cyano-2-(2,3,5-tri-O-acetyl-β -D- ribofuranosyl)-1,2,3-triazole (7) (0.35 g, 0.001 mol) was added to 15% aqueous ammonia (30 ml) and 30% hydrogen peroxide (3 ml). After stirring at room temperature for 6 hr an additional 3 ml of 30% hydrogen peroxide was added and stirring was continued for 20 hr. Platinum black was added to destroy the excess peroxide, the solution was filtered, and the filtrate was evaporated to dryness. The residue was dissolved in a minimum of methanol and applied to a 20 ... Reactants: BrC=1C(=CC2=C(C(=C(O2)C(=O)OC)C(NC)=O)C1)N(S(=O)(=O)C)C (methyl 5-bromo-3-(methylcarbamoyl)-6-(N-methylmethylsulfonamido)benzofuran-2-carboxylate), O.NN (hydrazine hydrate). The solvent is CCO (EtOH). Product: BrC=1C(=CC2=C(C(=C(O2)C(=O)NN)C(=O)NC)C1)N(S(=O)(=O)C)C (5-bromo-2-(hydrazinecarbonyl)-N-methyl-6-(N-methylmethylsulfonamido)benzofuran-3-carboxamide). The yield is 100.0%. RXN SMILES: [Br:1][C:2]1[C:3]([N:19]([CH3:24])[S:20]([CH3:23])(=[O:22])=[O:21])=[CH:4][C:5]2[O:9][C:8]([C:10](OC)=[O:11])=[C:7]([C:14](=[O:17])[NH:15][CH3:16])[C:6]=2[CH:18]=1.O.[NH2:26][NH2:27]>CCO>[Br:1][C:2]1[C:3]([N:19]([CH3:24])[S:20]([CH3:23])(=[O:22])=[O:21])=[CH:4][C:5]2[O:9][C:8]([C:10]([NH:26][NH2:27])=[O:11])=[C:7]([C:14]([NH:15][CH3:16])=[O:17])[C:6]=2[CH:18]=1 |f:1.2|. Reported procedure: To a suspension of compound methyl 5-bromo-3-(methylcarbamoyl)-6-(N-methylmethylsulfonamido)benzofuran-2-carboxylate in EtOH was added hydrazine hydrate (421 mg, 7.16 mmol). The mixture was refluxed overnight. Then it was concentrated in vacuo and the resulting solid was washed with MeCN to give the compound 5-bromo-2-(hydrazinecarbonyl)-N-methyl-6-(N-methylmethylsulfonamido)benzofuran-3-carboxamide (600 mg, yield: 100%). It was used for the next step without further purification. 1H-NMR (DMSO-d...